Dataset: the Open Reaction Database (ORD), a public repository of structured organic reaction records. Task: describe an organic reaction: reactants, conditions, products, and yield The reactants are C(CCCCC)C1CC2=CC=C(C=C2C1)C1=NC=C(C=C1)[N+](=O)[O-] (2-hexyl-5-(5-nitropyridine-2-yl)indan), ferric chloride hexahydrate, O.NN (hydrazine hydrate). Product: C(CCCCC)C1CC2=CC=C(C=C2C1)C1=NC=C(C=C1)N (2-hexyl-5-(5-aminopyridine-2-yl)indan). The yield is 77.5%. Reaction SMILES: [CH2:1]([CH:7]1[CH2:15][C:14]2[C:9](=[CH:10][CH:11]=[C:12]([C:16]3[CH:21]=[CH:20][C:19]([N+:22]([O-])=O)=[CH:18][N:17]=3)[CH:13]=2)[CH2:8]1)[CH2:2][CH2:3][CH2:4][CH2:5][CH3:6].O.NN>>[CH2:1]([CH:7]1[CH2:15][C:14]2[C:9](=[CH:10][CH:11]=[C:12]([C:16]3[CH:21]=[CH:20][C:19]([NH2:22])=[CH:18][N:17]=3)[CH:13]=2)[CH2:8]1)[CH2:2][CH2:3][CH2:4][CH2:5][CH3:6] |f:1.2|. Reported procedure: Subsequently, 1.01 g (3.11 mM) of 2-hexyl-5-(5-nitropyridine-2-yl)indan, 0.19 g of activated carbon and 0.02 g ferric chloride hexahydrate were mixed and stirred at room temperature. To the mixture, 0.96 ml of 80%-hydrazine hydrate (density: 1.03) was added dropwise, followed by stirring for 40 minutes at 70°-71.5° C. The resultant insoluble matter was removed by filtration and the filtrate was concentrated under reduced pressure, followed by addition of methanol and cooling in a refrigerator to...